From a dataset of the Open Reaction Database (ORD), a public repository of structured organic reaction records. describe an organic reaction: reactants, conditions, products, and yield Yields the product C(C)(C)(C)OC(NC1=C(C=C(C(=C1)OCC(F)(F)F)C(F)(F)F)NC(CC(C1=CC(=CC=C1)C1=CC=NC=C1)=O)=O)=O ([2-[3-Oxo-3-(3-pyridin-4-yl-phenyl)-propionylamino]-5-(2,2,2-trifluoro-ethoxy)-4-trifluoromethyl-phenyl]-carbamic acid tert-butyl ester), solid. Reaction SMILES: [C:1]([O:5][C:6](=[O:25])[NH:7][C:8]1[CH:13]=[C:12]([O:14][CH2:15][C:16]([F:19])([F:18])[F:17])[C:11]([C:20]([F:23])([F:22])[F:21])=[CH:10][C:9]=1[NH2:24])([CH3:4])([CH3:3])[CH3:2].C([O:30][C:31](=O)[CH2:32][C:33](=[O:46])[C:34]1[CH:39]=[CH:38][CH:37]=[C:36]([C:40]2[CH:45]=[CH:44][N:43]=[CH:42][CH:41]=2)[CH:35]=1)(C)(C)C>>[C:1]([O:5][C:6](=[O:25])[NH:7][C:8]1[CH:13]=[C:12]([O:14][CH2:15][C:16]([F:18])([F:17])[F:19])[C:11]([C:20]([F:22])([F:23])[F:21])=[CH:10][C:9]=1[NH:24][C:31](=[O:30])[CH2:32][C:33](=[O:46])[C:34]1[CH:39]=[CH:38][CH:37]=[C:36]([C:40]2[CH:41]=[CH:42][N:43]=[CH:44][CH:45]=2)[CH:35]=1)([CH3:4])([CH3:2])[CH3:3]. Reported procedure: The title compound was prepared from [2-amino-5-(2,2,2-trifluoro-ethoxy)-4-trifluoromethyl-phenyl]-carbamic acid tert-butyl ester (Example J6) and 3-oxo-3-(3-pyridin-4-yl-phenyl)-propionic acid tert-butyl ester (Example K2) according to the general procedure M. Obtained as a light yellow solid (299 mg). Starting materials: C(C)(C)(C)OC(NC1=C(C=C(C(=C1)OCC(F)(F)F)C(F)(F)F)N)=O ([2-amino-5-(2,2,2-trifluoro-ethoxy)-4-trifluoromethyl-phenyl]-carbamic acid tert-butyl ester), C(C)(C)(C)OC(CC(C1=CC(=CC=C1)C1=CC=NC=C1)=O)=O (3-oxo-3-(3-pyridin-4-yl-phenyl)-propionic acid tert-butyl ester). Starting materials: O (Water), CC=1C=CC(=CC1)S(=O)(=O)O (p-Toluenesulfonate), C1(=CC=CC=C1)\C(=C/CCCCCO)\C=1C=NC=CC1 ((E)-7-phenyl-7-(3-pyridyl)-6-hepten-1-ol), [I-].[Na+] (sodium iodide). The solvent is CC(=O)C (acetone). Run at time 3 hour. Product: ICCCCC\C=C(\C=1C=NC=CC1)/C1=CC=CC=C1 ((E)-1-iodo-7-phenyl-7-(3-pyridyl)-6-heptene). Isolated yield 95.7%. Reaction SMILES: CC1C=CC(S(O)(=O)=O)=CC=1.[C:12]1(/[C:18](/[C:26]2[CH:27]=[N:28][CH:29]=[CH:30][CH:31]=2)=[CH:19]\[CH2:20][CH2:21][CH2:22][CH2:23][CH2:24]O)[CH:17]=[CH:16][CH:15]=[CH:14][CH:13]=1.[I-:32].[Na+].O>CC(C)=O>[I:32][CH2:24][CH2:23][CH2:22][CH2:21][CH2:20]/[CH:19]=[C:18](\[C:12]1[CH:17]=[CH:16][CH:15]=[CH:14][CH:13]=1)/[C:26]1[CH:27]=[N:28][CH:29]=[CH:30][CH:31]=1 |f:2.3|. Reported procedure: p-Toluenesulfonate of (E)-7-phenyl-7-(3-pyridyl)-6-hepten-1-ol (15 g, 36 mmoles) and sodium iodide (18 g, 120 mmoles) were dissolved in acetone (100 ml) and the solution was stirred at room temperature for 3 hours. Water (200 ml) was added to the mixture and the product was extracted twice with ethyl ether. The organic layer was washed with water, dried (magnesium sulfate) and concentrated under reduced pressure to give (E)-1-iodo-7-phenyl-7-(3-pyridyl)-6-heptene (13 g, 96%) as an oil. Reactants: BrC1=CC=C(C=C1)C(C(=O)NC1=CC=C(C=C1)C(F)(F)F)NCCN1CCOCC1 (2-(4-bromo-phenyl)-2-(2-morpholin-4-yl-ethylamino)-N-(4-trifluoromethyl-phenyl)-acetamide), C(C1=CC=CC=C1)=O (benzaldehyde), S(=O)(=O)([O-])[O-].[Na+].[Na+] (sodium sulfate), C1(=CC=C(C=C1)S(=O)(=O)O)C (para-toluenesulfonic acid). The solvent is CO (MeOH). Yields the product BrC1=CC=C(C=C1)C1C(N(C(N1CCN1CCOCC1)C1=CC=CC=C1)C1=CC=C(C=C1)C(F)(F)F)=O (5-(4-Bromo-phenyl)-1-(2-morpholin-4-yl-ethyl)-2-phenyl-3-(4-trifluoromethyl-phenyl)-imidazolidin-4-one). Isolated yield 69.1%. As a reaction SMILES: [Br:1][C:2]1[CH:7]=[CH:6][C:5]([CH:8]([NH:22][CH2:23][CH2:24][N:25]2[CH2:30][CH2:29][O:28][CH2:27][CH2:26]2)[C:9]([NH:11][C:12]2[CH:17]=[CH:16][C:15]([C:18]([F:21])([F:20])[F:19])=[CH:14][CH:13]=2)=[O:10])=[CH:4][CH:3]=1.[CH:31](=O)[C:32]1[CH:37]=[CH:36][CH:35]=[CH:34][CH:33]=1.C1(C)C=CC(S(O)(=O)=O)=CC=1.S([O-])([O-])(=O)=O.[Na+].[Na+]>CO>[Br:1][C:2]1[CH:7]=[CH:6][C:5]([CH:8]2[N:22]([CH2:23][CH2:24][N:25]3[CH2:30][CH2:29][O:28][CH2:27][CH2:26]3)[CH:31]([C:32]3[CH:37]=[CH:36][CH:35]=[CH:34][CH:33]=3)[N:11]([C:12]3[CH:13]=[CH:14][C:15]([C:18]([F:19])([F:21])[F:20])=[CH:16][CH:17]=3)[C:9]2=[O:10])=[CH:4][CH:3]=1 |f:3.4.5|. Procedure: To a solution of 2-(4-bromo-phenyl)-2-(2-morpholin-4-yl-ethylamino)-N-(4-trifluoromethyl-phenyl)-acetamide (2.90 g, 6.00 mmol) in anhydrous MeOH (20 mL) was added benzaldehyde (633 mg, 6.00 mmol), followed by para-toluenesulfonic acid (229 mg, 1.20 mmol) and sodium sulfate (8.98 g, 63.2 mmol). The reaction was refluxed overnight, filtered, and directly purified by flash column chromatography eluting with ethyl acetate: petroleum ether gradient (10%-25%) to afford the product as a yellow solid (2... Starting materials: C(=O)=O (carbon dioxide), CC=1N=CSC1 (4-methylthiazole), C(CCC)[Li] (n-butyl lithium). The solvent is O1CCCC1 (tetrahydrofuran), CCCCCC (hexane). Run at temperature -78 celsius, time 1 hour. Yields the product CC=1N=C(SC1)C(=O)OC (Methyl 4-methyl-2-thiazole carboxylate). As a reaction SMILES: [CH3:1][C:2]1[N:3]=[CH:4][S:5][CH:6]=1.[CH2:7]([Li])CCC.[C:12](=[O:14])=[O:13]>O1CCCC1.CCCCCC>[CH3:1][C:2]1[N:3]=[C:4]([C:12]([O:14][CH3:7])=[O:13])[S:5][CH:6]=1. Procedure details: To a solution of 4-methylthiazole (10 g) in anhydrous tetrahydrofuran (200 ml) was added n-butyl lithium in hexane (34.65 ml of 1.6M solution) dropwise at −78° C. The solution was stirred at −78° C. for 1 hour, at which point carbon dioxide gas was passed through the solution for 20 mins at −78° C. The solution was then allowed to warm to room temperature over 2 hours, the precipitate was filtered off, dissolved in methanol (200 ml) and added to methanolic hydrogen chloride (200 ml). The solutio... Starting materials: C1(=CC=CC=C1)CC(=O)NN (2-Phenylacetohydrazide), COC=1CCCCCCN1 (8-methoxy-2,3,4,5,6,7-hexahydroazocine). The solvent is C1(=CC=CC=C1)C (toluene). Reaction conditions: temperature 60 celsius. The product is C(C1=CC=CC=C1)C1=NN=C2N1CCCCCC2 (3-benzyl-5,6,7,8,9,10-hexahydro[1,2,4]triazolo[4,3-a]azocine). Reaction SMILES: [C:1]1([CH2:7][C:8]([NH:10][NH2:11])=O)[CH:6]=[CH:5][CH:4]=[CH:3][CH:2]=1.CO[C:14]1[CH2:15][CH2:16][CH2:17][CH2:18][CH2:19][CH2:20][N:21]=1>C1(C)C=CC=CC=1>[CH2:7]([C:8]1[N:21]2[CH2:20][CH2:19][CH2:18][CH2:17][CH2:16][CH2:15][C:14]2=[N:11][N:10]=1)[C:1]1[CH:6]=[CH:5][CH:4]=[CH:3][CH:2]=1. Reported procedure: 2-Phenylacetohydrazide (1.01 g) was added to a solution of anhydrous toluene (11 mL) and 8-methoxy-2,3,4,5,6,7-hexahydroazocine (0.96 mL). The mixture was warmed to 60° C. for 3 hours and heated to 110° C. overnight. The solution was cooled to room temperature and concentrated. The residue was purified by silica gel chromatography to give 3-benzyl-5,6,7,8,9,10-hexahydro[1,2,4]triazolo[4,3-a]azocine as a white solid. Procedure: In a manner similar to that of Example 2, by reaction of 485 mg (1.02 mmol) of ethyl 6-(5,5,8,8-tetramethyl-3-propoxy-5,6,7,8-tetrahydro 2-naphthylselanyl)nicotinate with 385 mg (9.6 mmol) of sodium hydroxide in ethanol (20 ml), 444 mg (97%) of a white solid are obtained. m.p.: 220° C. Reactants: CC1(C=2C=C(C(=CC2C(CC1)(C)C)[Se]C1=NC=C(C(=O)OCC)C=C1)OCCC)C (ethyl 6-(5,5,8,8-tetramethyl-3-propoxy-5,6,7,8-tetrahydro 2-naphthylselanyl)nicotinate), [OH-].[Na+] (sodium hydroxide), white solid. RXN SMILES: [CH3:1][C:2]1([CH3:30])[CH2:11][CH2:10][C:9]([CH3:13])([CH3:12])[C:8]2[CH:7]=[C:6]([Se:14][C:15]3[CH:25]=[CH:24][C:18]([C:19]([O:21]CC)=[O:20])=[CH:17][N:16]=3)[C:5]([O:26][CH2:27][CH2:28][CH3:29])=[CH:4][C:3]1=2.[OH-].[Na+]>C(O)C>[CH3:1][C:2]1([CH3:30])[CH2:11][CH2:10][C:9]([CH3:12])([CH3:13])[C:8]2[CH:7]=[C:6]([Se:14][C:15]3[CH:25]=[CH:24][C:18]([C:19]([OH:21])=[O:20])=[CH:17][N:16]=3)[C:5]([O:26][CH2:27][CH2:28][CH3:29])=[CH:4][C:3]1=2 |f:1.2|. Product: CC1(C=2C=C(C(=CC2C(CC1)(C)C)[Se]C1=NC=C(C(=O)O)C=C1)OCCC)C (6-(5,5,8,8-Tetramethyl-3-propoxy-5,6,7,8-tetrahydro-2-naphthylselanyl)nicotinic acid). The solvent is C(C)O (ethanol). The reactants are CCc1nc(NS(=O)(=O)c2ccc(C(C)(C)C)cc2)c(Oc2cc(OC)ccc2Cl)c(OCCSC)n1, CO, Cl, [Na+], [OH-], O. Product: CCc1nc(NS(=O)(=O)c2ccc(C(C)(C)C)cc2)c(Oc2cc(OC)ccc2Cl)c(OCCS(C)=O)n1. As a reaction SMILES: [C:1]([CH3:2])([CH3:3])([CH3:4])[c:5]1[cH:6][cH:7][c:8]([S:11](=[O:12])(=[O:13])[NH:14][c:15]2[n:16][c:17]([CH2:36][CH3:37])[n:18][c:19]([O:31][CH2:32][CH2:33][S:34][CH3:35])[c:20]2[O:21][c:22]2[c:23]([Cl:30])[cH:24][cH:25][c:26]([O:28][CH3:29])[cH:27]2)[cH:9][cH:10]1.[CH3:39][OH:40].[ClH:38].[Na+:42].[OH-:41].[OH2:43]>>[C:1]([CH3:2])([CH3:3])([CH3:4])[c:5]1[cH:6][cH:7][c:8]([S:11](=[O:12])(=[O:13])[NH:14][c:15]2[n:16][c:17]([CH2:36][CH3:37])[n:18][c:19]([O:31][CH2:32][CH2:33][S:34]([CH3:35])=[O:40])[c:20]2[O:21][c:22]2[c:23]([Cl:30])[cH:24][cH:25][c:26]([O:28][CH3:29])[cH:27]2)[cH:9][cH:10]1.